From a dataset of the Open Reaction Database (ORD), a public repository of structured organic reaction records. describe an organic reaction: reactants, conditions, products, and yield Reactants: CCOC(=O)c1sc(NC(=O)c2ccncc2)nc1-c1ccco1, C1CCOC1, CO, Cl, [Na], [OH-]. The product is O=C(Nc1nc(-c2ccco2)c(C(=O)O)s1)c1ccncc1. RXN SMILES: [CH2:1]([CH3:2])[O:3][C:4](=[O:5])[c:6]1[c:7](-[c:20]2[o:21][cH:22][cH:23][cH:24]2)[n:8][c:9]([NH:11][C:12](=[O:13])[c:14]2[cH:15][cH:16][n:17][cH:18][cH:19]2)[s:10]1.[CH2:28]1[O:29][CH2:30][CH2:31][CH2:32]1.[CH3:33][OH:34].[ClH:27].[Na:25].[OH-:26]>>[O:3]=[C:4]([OH:5])[c:6]1[c:7](-[c:20]2[o:21][cH:22][cH:23][cH:24]2)[n:8][c:9]([NH:11][C:12](=[O:13])[c:14]2[cH:15][cH:16][n:17][cH:18][cH:19]2)[s:10]1. Procedure details: 6-[(S)-1-(6-chloro-imidazo[1,2-b]pyridazin-3-yl)-ethyl]-5,7-difluoro-quinoline (Intermediate B, 3.0 g, 8.58 mmol), KF (2.52 g, 42.9 mmol), 1-methylpiperazine-2-one hydrochloride (3.88 g, 25.7 mmol), N-ethyldiisopropylamine (5.99 mL, 35 mmol) were suspended in NMP (60 mL). The RM was stirred at 180° C. for 8.5 h. The mixture was diluted with EtOAc and washed with 1M Na2CO3 (1×) and water (2×). The aqueous was further extracted with EtOAc (2×). The combined organic layers were dried over Na2SO4, f... Conditions: temperature 180 celsius, time 8.5 hour. Reactants: C(C)N(C(C)C)C(C)C (N-ethyldiisopropylamine), ClC=1C=CC=2N(N1)C(=CN2)[C@@H](C)C=2C(=C1C=CC=NC1=CC2F)F (6-[(S)-1-(6-chloro-imidazo[1,2-b]pyridazin-3-yl)-ethyl]-5,7-difluoro-quinoline), Cl.CN1C(CNCC1)=O (1-methylpiperazine-2-one hydrochloride), ClC=1C=CC=2N(N1)C(=CN2)[C@@H](C)C=2C(=C1C=CC=NC1=CC2F)F (6-[(S)-1-(6-chloro-imidazo[1,2-b]pyridazin-3-yl)-ethyl]-5,7-difluoro-quinoline), [F-].[K+] (KF). Product: FC1=C2C=CC=NC2=CC(=C1[C@H](C)C1=CN=C2N1N=C(C=C2)N2CC(N(CC2)C)=O)F (4-{3-[(S)-1-(5,7-Difluoro-quinolin-6-yl)-ethyl]-imidazo[1,2-b]pyridazin-6-yl}-1-methyl-piperazin-2-one). RXN SMILES: Cl[C:2]1[CH:3]=[CH:4][C:5]2[N:6]([C:8]([C@H:11]([C:13]3[C:14]([F:24])=[C:15]4[C:20](=[CH:21][C:22]=3[F:23])[N:19]=[CH:18][CH:17]=[CH:16]4)[CH3:12])=[CH:9][N:10]=2)[N:7]=1.[F-].[K+].Cl.[CH3:28][N:29]1[CH2:34][CH2:33][NH:32][CH2:31][C:30]1=[O:35].C(N(C(C)C)C(C)C)C>CN1C(=O)CCC1.CCOC(C)=O>[F:24][C:14]1[C:13]([C@@H:11]([C:8]2[N:6]3[N:7]=[C:2]([N:32]4[CH2:33][CH2:34][N:29]([CH3:28])[C:30](=[O:35])[CH2:31]4)[CH:3]=[CH:4][C:5]3=[N:10][CH:9]=2)[CH3:12])=[C:22]([F:23])[CH:21]=[C:20]2[C:15]=1[CH:16]=[CH:17][CH:18]=[N:19]2 |f:1.2,3.4|. The solvent is CCOC(=O)C (EtOAc), CN1CCCC1=O (NMP). Reactants: C1C(C)O1.C(CCCCCCCC)C1=C(C=CC=C1)O (nonylphenol propylene oxide), C1CO1 (ethylene oxide), C1C(C)O1 (propylene oxide), C1CO1.C(CCCCCCCC)C1=C(C=CC=C1)O (nonylphenol ethylene oxide). Product: C1C(C)O1.C(CCCCCCCC)C1(CCCCC1)O (Nonylcyclohexanol propylene oxide). RXN SMILES: [CH2:1]1[O:4][CH:2]1[CH3:3].[CH2:5]([C:14]1[CH:19]=[CH:18][CH:17]=[CH:16][C:15]=1O)[CH2:6][CH2:7][CH2:8][CH2:9][CH2:10][CH2:11][CH2:12][CH3:13].C1[O:24]C1C.C1OC1.C(C1C=CC=CC=1O)CCCCCCCC.C1OC1>>[CH2:1]1[O:4][CH:2]1[CH3:3].[CH2:5]([C:14]1([OH:24])[CH2:19][CH2:18][CH2:17][CH2:16][CH2:15]1)[CH2:6][CH2:7][CH2:8][CH2:9][CH2:10][CH2:11][CH2:12][CH3:13] |f:0.1,3.4,6.7|. Procedure details: The reaction, filtration, dehydration and solvent removal were carried out by the same procedures as Example 12 except that nonylphenol propylene oxide adduct having a propylene oxide addition mole number of 5.0 was used in place of nonylphenol ethylene oxide adduct having an ethylene oxide addition mole number of 5.0. Nonylcyclohexanol propylene oxide adduct was obtained. Reactants: ClC1=CC=C(C=C1)S(=O)(=O)N([C@@H](CCCO)C)C1=C(C=CC(=C1)Cl)COC(C)=O (4-chloro-N-[5-chloro-2-(acetoxymethyl)phenyl]-N-[(R)-1-methyl-4-hydroxybutyl]benzenesulfonamide), C1(=CC=CC=C1)P(C1=CC=CC=C1)C1=CC=CC=C1 (triphenylphosphine), C(Br)(Br)(Br)Br (carbon tetrabromide), [Cl-].[NH4+] (ammonium chloride). Solvent: C(C)#N (acetonitrile). Run at temperature 22 celsius, time 12 hour. The product is ClC1=CC=C(C=C1)S(=O)(=O)N([C@@H](CCCBr)C)C1=C(C=CC(=C1)Cl)COC(C)=O (4-chloro-N-[5-chloro-2-(acetoxymethyl)phenyl]-N-[(R)-1-methyl-4-bromobutyl]benzenesulfonamide). Isolated yield 84.0%. As a reaction SMILES: [Cl:1][C:2]1[CH:7]=[CH:6][C:5]([S:8]([N:11]([C:18]2[CH:23]=[C:22]([Cl:24])[CH:21]=[CH:20][C:19]=2[CH2:25][O:26][C:27](=[O:29])[CH3:28])[C@H:12]([CH3:17])[CH2:13][CH2:14][CH2:15]O)(=[O:10])=[O:9])=[CH:4][CH:3]=1.C1(P(C2C=CC=CC=2)C2C=CC=CC=2)C=CC=CC=1.C(Br)(Br)(Br)[Br:50].[Cl-].[NH4+]>C(#N)C>[Cl:1][C:2]1[CH:7]=[CH:6][C:5]([S:8]([N:11]([C:18]2[CH:23]=[C:22]([Cl:24])[CH:21]=[CH:20][C:19]=2[CH2:25][O:26][C:27](=[O:29])[CH3:28])[C@H:12]([CH3:17])[CH2:13][CH2:14][CH2:15][Br:50])(=[O:10])=[O:9])=[CH:4][CH:3]=1 |f:3.4|. Reported procedure: To a solution of 4-chloro-N-[5-chloro-2-(acetoxymethyl)phenyl]-N-[(R)-1-methyl-4-hydroxybutyl]benzenesulfonamide (500 mg, 1.09 mmol) in acetonitrile (2 mL) was added triphenylphosphine (571 mg, 2.18 mmol) and carbon tetrabromide (720 mg, 2.18 mmol) at 0° C. The resulting mixture was allowed to stir at 22° C. for 12 h followed by the addition of 25 mL of sat. ammonium chloride. The product was extracted with ether (2×25 mL), dried over Na2SO4, filtered, and concentrated under reduced pressure. Si... Reactants: O (Water), CNS(=O)(=O)CCC=1C=C2C=CNC2=CC1 (2-(1H-indol-5-yl)-ethanesulfonic acid methylamide), [OH-].[K+] (potassium hydroxide), CN1CCC(CC1)=O (N-methyl-4-piperidone). The solvent is CO (methanol). Reaction conditions: temperature 62.5 celsius, time 15 minute. Product: CNS(=O)(=O)CCC=1C=C2C(=CNC2=CC1)C=1CCN(CC1)C (2-[3-(1-methyl-1,2,3,6-tetrahydro-pyridin-4-yl)-1H-indol-5-yl]-ethanesulfonic Acid Methylamide). As a reaction SMILES: [CH3:1][NH:2][S:3]([CH2:6][CH2:7][C:8]1[CH:9]=[C:10]2[C:14](=[CH:15][CH:16]=1)[NH:13][CH:12]=[CH:11]2)(=[O:5])=[O:4].[CH3:17][N:18]1[CH2:23][CH2:22][C:21](=O)[CH2:20][CH2:19]1.[OH-].[K+].O>CO>[CH3:1][NH:2][S:3]([CH2:6][CH2:7][C:8]1[CH:9]=[C:10]2[C:14](=[CH:15][CH:16]=1)[NH:13][CH:12]=[C:11]2[C:21]1[CH2:22][CH2:23][N:18]([CH3:17])[CH2:19][CH:20]=1)(=[O:5])=[O:4] |f:2.3|. Procedure details: 2-(1H-indol-5-yl)-ethanesulfonic acid methylamide (100 g) was dissolved in methanol (1000 ml) and N-methyl-4-piperidone (200 ml) was added thereto at 25° C. The reaction mass was stirred for 15 minutes and potassium hydroxide (300 g) was added at 25° C. The reaction mass was heated to 60-65° C. for 8 hours and cooled gradually to 25° C. Water (1500 ml) was added slowly and stirred the mixture till solid was obtained. The solid was filtered and dried at 50-55° C. under vacuum to obtain the title ...